From a dataset of the Open Reaction Database (ORD), a public repository of structured organic reaction records. describe an organic reaction: reactants, conditions, products, and yield Starting materials: CCO, COCC1CN(c2ccc(C3CCCCC3)c([N+](=O)[O-])c2)C(=O)O1. Yields the product COCC1CN(c2ccc(C3CCCCC3)c(N)c2)C(=O)O1. As a reaction SMILES: [CH3:25][CH2:26][OH:27].[CH:1]1([c:7]2[c:8]([N+:22]([O-:23])=[O:24])[cH:9][c:10]([N:13]3[C:14](=[O:21])[O:15][CH:16]([CH2:18][O:19][CH3:20])[CH2:17]3)[cH:11][cH:12]2)[CH2:2][CH2:3][CH2:4][CH2:5][CH2:6]1>>[CH:1]1([c:7]2[c:8]([NH2:22])[cH:9][c:10]([N:13]3[C:14](=[O:21])[O:15][CH:16]([CH2:18][O:19][CH3:20])[CH2:17]3)[cH:11][cH:12]2)[CH2:2][CH2:3][CH2:4][CH2:5][CH2:6]1. Reactants: CCCCCBr (n-amyl bromide), [Mg] (magnesium), [Cl-].[NH4+] (ammonium chloride), CC(C=O)=CCC (2-methyl-2-pentenal). Solvent: CCOCC (ether), CCOCC (ether), CCOCC (ether), CCOCC (ether). Conditions: temperature 10 celsius. Yields the product CC(=CCC)C(CCCCC)O (4-Methyl-3-decen-5-ol). Reaction SMILES: [Mg].[CH3:2][CH2:3][CH2:4][CH2:5][CH2:6]Br.[CH3:8][C:9](=[CH:12][CH2:13][CH3:14])[CH:10]=[O:11].[Cl-].[NH4+]>CCOCC>[CH3:8][C:9]([CH:10]([OH:11])[CH2:2][CH2:3][CH2:4][CH2:5][CH3:6])=[CH:12][CH2:13][CH3:14] |f:3.4|. Procedure: 2.4 g (0.1 g atom) of magnesium in 50 ml of absolute ether are placed in an apparatus which is customary for Grignard reactions. While stirring and under a protective gas atmosphere (nitrogen) there are subsequently added dropwise 15.0 g (0.1 mol) of n-amyl bromide in 50 ml of absolute ether so that, after initiation of the reaction, the ether constantly boils slightly. After completing the addition, the mixture is held at reflux temperature for a further 30 minutes, then cooled to 10° C. and a ... Reaction conditions: time 20 minute. The reactants are solution, [OH-].[Na+] (NaOH), FC1=C(C=O)C=CC(=C1)O (2-fluoro-4-hydroxybenzaldehyde), N1CCCC1 (pyrrolidine), C(C)(=O)O[BH-](OC(C)=O)OC(C)=O.[Na+] (sodium triacetoxyborohydride). RXN SMILES: [F:1][C:2]1[CH:9]=[C:8]([OH:10])[CH:7]=[CH:6][C:3]=1[CH:4]=O.[NH:11]1[CH2:15][CH2:14][CH2:13][CH2:12]1.C(O[BH-](OC(=O)C)OC(=O)C)(=O)C.[Na+].[OH-].[Na+]>C(Cl)Cl.O>[F:1][C:2]1[CH:9]=[C:8]([OH:10])[CH:7]=[CH:6][C:3]=1[CH2:4][N:11]1[CH2:15][CH2:14][CH2:13][CH2:12]1 |f:2.3,4.5|. Solvent: O (Water), C(Cl)Cl (DCM), C(Cl)Cl (DCM). Product: FC=1C=C(C=CC1CN1CCCC1)O (3-Fluoro-4-(pyrrolidin-1-ylmethyl)phenol). Procedure: To a solution of 2-fluoro-4-hydroxybenzaldehyde (0.42 g, 3.00 mmol) in DCM (15 mL) was added pyrrolidine (0.26 g, 3.60 mmol). After stirring for 20 min, sodium triacetoxyborohydride (0.76 g, 3.60 mmol) was added and the reaction mixture was stirred overnight. The mixture was then diluted with DCM and transferred to a separatory funnel. Water was added, basified to pH 9-10 with a 0.1 M solution of NaOH and extracted 6 times with DCM. The organic layer was dried (phase separator) and concentrated ... Yield: 93.9%. Reactants: FC1=CC=C(C(=O)C=2C=NC(=NC2)N2CCN(CC2)C(=O)OC(C)(C)C)C=C1 (tert-butyl 4-(5-(4-fluorobenzoyl)pyrimidin-2-yl)piperazine-1-carboxylate), Cl (HCl). Solvent: O1CCOCC1 (dioxane), O1CCOCC1 (dioxane). Conditions: time 8 hour. Yields the product FC1=CC=C(C=C1)C(=O)C=1C=NC(=NC1)N1CCNCC1 ((4-fluorophenyl)(2-(piperazin-1-yl)pyrimidin-5-yl)methanone). The yield is 90.4%. RXN SMILES: [F:1][C:2]1[CH:28]=[CH:27][C:5]([C:6]([C:8]2[CH:9]=[N:10][C:11]([N:14]3[CH2:19][CH2:18][N:17](C(OC(C)(C)C)=O)[CH2:16][CH2:15]3)=[N:12][CH:13]=2)=[O:7])=[CH:4][CH:3]=1.Cl>O1CCOCC1>[F:1][C:2]1[CH:28]=[CH:27][C:5]([C:6]([C:8]2[CH:9]=[N:10][C:11]([N:14]3[CH2:19][CH2:18][NH:17][CH2:16][CH2:15]3)=[N:12][CH:13]=2)=[O:7])=[CH:4][CH:3]=1. Reported procedure: To a solution of tert-butyl 4-(5-(4-fluorobenzoyl)pyrimidin-2-yl)piperazine-1-carboxylate (8.2 g, 21.24 mmol) in dioxane (50 mL) was added HCl in dioxane (4 M, 20 mL). The reaction mixture was stirred at RT overnight. LCMS showed the reaction was completed. The mixture was concentrated to get the title compound as a light yellow solid (5.5 g, 90%). MS (ES+) C15H15FN4O requires: 286. found: 287 [M+H]+. Starting materials: CC(C)(C)OC(=O)N1CCNCC1, C1=CC2=C(C(=C1)Br)NC=C2. The reagents and catalysts are CC(C)(C)[O-].[Na+], CC(C)OC1=C(C(=CC=C1)OC(C)C)C2=CC=CC=C2P(C3CCCCC3)C4CCCCC4, CC(=O)O.CC(=O)O.[Pd]. The solvent is CC1=CC=CC=C1. Run at temperature 100 celsius. The product is CC(C)(C)OC(=O)N1CCN(CC1)C2=CC=CC3=C2NC=C3. Isolated yield 0.0%. Reported procedure: 2-Dicyclohexylphosphino-2',6'-di-i-propoxy-1,1'-biphenyl (75 mg, 0.16 mmol) and palladium (II) acetate (18.08 mg, 0.08 mmol) were dissoved in toluene (2 mL) at ambient temperature. The mixture was degassed and purged with nitrogen and warmed to 50°C for 20 mins.  In a separate vessel, were mixed tert-butyl piperazine-1-carboxylate (300 mg, 1.61 mmol), 7-bromo-1H-indole (316 mg, 1.61 mmol) and sodium-t-butoxide (296 mL, 2.42 mmol) in toluene (3 mL). The mixture was degasssed and purged with nitro...